Dataset: the Open Reaction Database (ORD), a public repository of structured organic reaction records. Task: describe an organic reaction: reactants, conditions, products, and yield Reactants: F[B-](F)(F)F, COc1ccc(C(O)=C2C(=O)N(C(C)=O)c3ccc(C(C)=O)cc32)cc1OC, CCN(C(C)C)C(C)C, ClCCl, C[O+](C)C. Yields the product COC(=C1C(=O)N(C(C)=O)c2ccc(C(C)=O)cc21)c1ccc(OC)c(OC)c1. Reaction SMILES: [B-:29]([F:30])([F:31])([F:32])[F:33].[C:1]([CH3:2])(=[O:3])[N:4]1[C:5](=[O:28])[C:6](=[C:16]([OH:17])[c:18]2[cH:19][c:20]([O:26][CH3:27])[c:21]([O:24][CH3:25])[cH:22][cH:23]2)[c:7]2[cH:8][c:9]([C:13]([CH3:14])=[O:15])[cH:10][cH:11][c:12]21.[CH2:38]([N:39]([CH:40]([CH3:41])[CH3:42])[CH:43]([CH3:44])[CH3:45])[CH3:46].[CH2:47]([Cl:48])[Cl:49].[CH3:34][O+:35]([CH3:36])[CH3:37]>>[C:1]([CH3:2])(=[O:3])[N:4]1[C:5](=[O:28])[C:6](=[C:16]([O:17][CH3:34])[c:18]2[cH:19][c:20]([O:26][CH3:27])[c:21]([O:24][CH3:25])[cH:22][cH:23]2)[c:7]2[cH:8][c:9]([C:13]([CH3:14])=[O:15])[cH:10][cH:11][c:12]21.